This data is from the Open Reaction Database (ORD), a public repository of structured organic reaction records. The task is: describe an organic reaction: reactants, conditions, products, and yield Starting materials: C(C)(C)(C)OC(=O)NCC1CCNCC1 (4-(N-tert-butyloxycarbonylaminomethyl) piperidine), C(C1=CC=CC=C1)OC(=O)NC(SC)=N (N-benzyloxycarbonyl-S-methylisothiourea). Solvent: C(C)O (ethanol). Reaction conditions: time 2 day. The product is C(C)(C)(C)OC(=O)NCC1CCN(CC1)C(NC(=O)OCC1=CC=CC=C1)=N (4-(N-tert-butyloxycarbonylaminomethyl)-1-(N-benzyloxycarbon ylamidino) piperidine). The yield is 36.7%. Reaction SMILES: [C:1]([O:5][C:6]([NH:8][CH2:9][CH:10]1[CH2:15][CH2:14][NH:13][CH2:12][CH2:11]1)=[O:7])([CH3:4])([CH3:3])[CH3:2].[CH2:16]([O:23][C:24]([NH:26][C:27](=[NH:30])SC)=[O:25])[C:17]1[CH:22]=[CH:21][CH:20]=[CH:19][CH:18]=1>C(O)C>[C:1]([O:5][C:6]([NH:8][CH2:9][CH:10]1[CH2:11][CH2:12][N:13]([C:27](=[NH:30])[NH:26][C:24]([O:23][CH2:16][C:17]2[CH:18]=[CH:19][CH:20]=[CH:21][CH:22]=2)=[O:25])[CH2:14][CH2:15]1)=[O:7])([CH3:4])([CH3:2])[CH3:3]. Procedure details: 7.8 g (36.4 mmole) of 4-(N-tert-butyloxycarbonylaminomethyl) piperidine and 8.98 g (40 mmole) of N-benzyloxycarbonyl-S-methylisothiourea was mixed in 25 mL ethanol. The mixture was heated at 60°-70° C. for six hours and left at room temperature for two days. The solvent was evaporated and the residue was dissolved in CH2Cl2. The organic layer was washed twice with 0.3M KHSO4 and once with brine. The combined organic layer was dried (Na2SO4), filtered and evaporated. The crude product was purifie... Starting materials: OC(CN)CCCCCC (2-hydroxyoctyl amine), C1C(O1)CO (glycidol). The solvent is C1(=CC=CC=C1)C (toluene). The product is OC(CNCC(CCCCCC)O)CO (N-(2,3-dihydroxypropyl)-N-(2-hydroxyoctyl) amine). The yield is 90.4%. Reaction SMILES: [OH:1][CH:2]([CH2:5][CH2:6][CH2:7][CH2:8][CH2:9][CH3:10])[CH2:3][NH2:4].[CH2:11]1[O:13][CH:12]1[CH2:14][OH:15]>C1(C)C=CC=CC=1>[OH:13][CH:12]([CH2:14][OH:15])[CH2:11][NH:4][CH2:3][CH:2]([OH:1])[CH2:5][CH2:6][CH2:7][CH2:8][CH2:9][CH3:10]. Procedure: 108.8 grams of 2-hydroxyoctyl amine were dissolved in 500 ml of toluene, heated to reflux, treated within 10 minutes under stirring with 18.5 grams of glycidol and held at reflux for 2 hours. Subsequently, the solvent was drawn off and the excess amine distilled off in a vacuum. There were obtained as a residue 49.5 grams (90.5% of theory) of N-(2,3-dihydroxypropyl)-N-(2-hydroxyoctyl) amine which after recrystallization from ethylacetate gave colorless crystals having a melting point of 85°-90° ... Reactants: C(C1=CC=CC=C1)OC1=CC(N(C=C1)CC(C1=CC2=C(CCN(CC2)C(C(F)(F)F)=O)C=C1)=O)=O (4-Benzyloxy-1-{2-oxo-2-[3-(2,2,2-trifluoro-acetyl)-2,3,4,5-tetrahydro-1H-3-benzazepin-7-yl]-ethyl}-1H-pyridin-2-one), [Na].[BH4-] (sodium borohydride). Solvent: CO (MeOH). Run at time 2 hour. Yields the product C(C1=CC=CC=C1)OC1=CC(N(C=C1)CC(C1=CC2=C(CCN(CC2)C(C(F)(F)F)=O)C=C1)O)=O (4-Benzyloxy-1-{2-hydroxy-2-[3-(2,2,2-trifluoro-acetyl)-2,3,4,5-tetrahydro-1H-3-benzazepin-7-yl]-ethyl}-1H-pyridin-2-one). Reaction SMILES: [CH2:1]([O:8][C:9]1[CH:14]=[CH:13][N:12]([CH2:15][C:16](=[O:34])[C:17]2[CH:33]=[CH:32][C:20]3[CH2:21][CH2:22][N:23]([C:26](=[O:31])[C:27]([F:30])([F:29])[F:28])[CH2:24][CH2:25][C:19]=3[CH:18]=2)[C:11](=[O:35])[CH:10]=1)[C:2]1[CH:7]=[CH:6][CH:5]=[CH:4][CH:3]=1.[Na].[BH4-]>CO>[CH2:1]([O:8][C:9]1[CH:14]=[CH:13][N:12]([CH2:15][CH:16]([OH:34])[C:17]2[CH:33]=[CH:32][C:20]3[CH2:21][CH2:22][N:23]([C:26](=[O:31])[C:27]([F:30])([F:29])[F:28])[CH2:24][CH2:25][C:19]=3[CH:18]=2)[C:11](=[O:35])[CH:10]=1)[C:2]1[CH:3]=[CH:4][CH:5]=[CH:6][CH:7]=1 |f:1.2,^1:35|. Procedure: To 1.20 g (2.48 mmol) 4-benzyloxy-1-{2-oxo-2-[3-(2,2,2-trifluoro-acetyl)-2,3,4,5-tetrahydro-1H-3-benzazepin-7-yl]-ethyl}-1H-pyridin-2-one (example 22.1) in 10 mL MeOH is added 94 mg (2.48 mmol) sodium-borohydride and the mixture is stirred 2 h at RT. The solvent is evaporated, the residue is taken up in EtOAc and water. The layers are separated, the organic phase is dried over MgSO4, filtered and the solvent is evaporated. The residue is purified via chromatography (silica gel; EE/MeOH 8:2). Reactants: C1(CCC1)N1CCC2=C(CC1)C=CC(=C2)OC2=NC=C(C=C2)I (3-cyclobutyl-7-[(5-iodo-2-pyridinyl)oxy]-2,3,4,5-tetrahydro-1H-3-benzazepine), O1C(NCC1)=O (1,3-oxazolidin-2-one), C1(CCC1)N1CCC2=C(CC1)C=CC(=C2)OC2=CC=C(C=N2)N2C(CC2)=O (1-{6-[(3-Cyclobutyl-2,3,4,5-tetrahydro-1H-3-benzazepin-7-yl)oxy]-3-pyridinyl}-2-azetidinone). Yields the product C1(CCC1)N1CCC2=C(CC1)C=CC(=C2)OC2=CC=C(C=N2)N2C(OCC2)=O (3-{6-[(3-Cyclobutyl-2,3,4,5-tetrahydro-1H-3-benzazepin-7-yl)oxy]-3-pyridinyl}-1,3-oxazolidin-2-one). Reaction SMILES: [CH:1]1([N:5]2[CH2:11][CH2:10][C:9]3[CH:12]=[CH:13][C:14]([O:16][C:17]4[CH:22]=[CH:21][C:20](I)=[CH:19][N:18]=4)=[CH:15][C:8]=3[CH2:7][CH2:6]2)[CH2:4][CH2:3][CH2:2]1.[O:24]1[CH2:28][CH2:27][NH:26][C:25]1=[O:29].C1(N2CCC3C=CC(OC4N=CC(N5CCC5=O)=CC=4)=CC=3CC2)CCC1>>[CH:1]1([N:5]2[CH2:11][CH2:10][C:9]3[CH:12]=[CH:13][C:14]([O:16][C:17]4[N:18]=[CH:19][C:20]([N:26]5[CH2:27][CH2:28][O:24][C:25]5=[O:29])=[CH:21][CH:22]=4)=[CH:15][C:8]=3[CH2:7][CH2:6]2)[CH2:4][CH2:3][CH2:2]1. Procedure details: Example 220 (E220) was prepared from 3-cyclobutyl-7-[(5-iodo-2-pyridinyl)oxy]-2,3,4,5-tetrahydro-1H-3-benzazepine (E207) and 1,3-oxazolidin-2-one using the method described for Example 219 (E219); MS (ES+) m/e 380 [M+H]+. Reactants: BrCCOCc1ccccc1, O=C([O-])[O-], CN(C)C=O, CCOC(C)=O, Oc1ccc(C2CCCCC2)cc1, [K+], [K+], O. Product: c1ccc(COCCOc2ccc(C3CCCCC3)cc2)cc1. RXN SMILES: [Br:14][CH2:15][CH2:16][O:17][CH2:18][c:19]1[cH:20][cH:21][cH:22][cH:23][cH:24]1.[C:25](=[O:26])([O-:27])[O-:28].[CH3:31][N:32]([CH3:33])[CH:34]=[O:35].[CH3:37][CH2:38][O:39][C:40](=[O:41])[CH3:42].[CH:1]1([c:7]2[cH:8][cH:9][c:10]([OH:13])[cH:11][cH:12]2)[CH2:2][CH2:3][CH2:4][CH2:5][CH2:6]1.[K+:29].[K+:30].[OH2:36]>>[CH:1]1([c:7]2[cH:8][cH:9][c:10]([O:13][CH2:15][CH2:16][O:17][CH2:18][c:19]3[cH:20][cH:21][cH:22][cH:23][cH:24]3)[cH:11][cH:12]2)[CH2:2][CH2:3][CH2:4][CH2:5][CH2:6]1. The reactants are O=C(OCc1ccccc1)C(Cc1ccc(OCc2ccccc2)cc1)N(Cc1ccccc1)Cc1ccccc1, C1CCOC1, CC#N, C[Si](C)(C)[N-][Si](C)(C)C, [Cl-], [NH4+], [Na+], O. The product is N#CCC(=O)C(Cc1ccc(OCc2ccccc2)cc1)N(Cc1ccccc1)Cc1ccccc1. As a reaction SMILES: [CH2:14]([c:16]1[cH:17][cH:18][cH:19][cH:20][cH:54]1)[O:21][C:22](=[O:15])[CH:23]([CH2:24][c:25]1[cH:26][cH:27][c:28]([O:31][CH2:32][c:33]2[cH:34][cH:35][cH:36][cH:37][cH:38]2)[cH:29][cH:30]1)[N:39]([CH2:40][c:41]1[cH:42][cH:43][cH:44][cH:45][cH:46]1)[CH2:47][c:48]1[cH:49][cH:50][cH:51][cH:52][cH:53]1.[CH2:57]1[O:58][CH2:59][CH2:60][CH2:61]1.[CH3:11][C:12]#[N:13].[CH3:1][Si:2]([N-:3][Si:4]([CH3:5])([CH3:6])[CH3:7])([CH3:8])[CH3:9].[Cl-:55].[NH4+:56].[Na+:10].[OH2:62]>>[CH2:11]([C:12]#[N:13])[C:22](=[O:21])[CH:23]([CH2:24][c:25]1[cH:26][cH:27][c:28]([O:31][CH2:32][c:33]2[cH:34][cH:35][cH:36][cH:37][cH:38]2)[cH:29][cH:30]1)[N:39]([CH2:40][c:41]1[cH:42][cH:43][cH:44][cH:45][cH:46]1)[CH2:47][c:48]1[cH:49][cH:50][cH:51][cH:52][cH:53]1.